This data is from the Open Reaction Database (ORD), a public repository of structured organic reaction records. The task is: describe an organic reaction: reactants, conditions, products, and yield The reactants are C(C)(C)(C)OC(=O)N1CCN(CC1)C1=C(C=C(C=C1)Br)C1CCC(CC1)(C)C (4-[4-bromo-2-(4,4-dimethylcyclohexyl)phenyl]piperazine-1-carboxylic acid t-butyl ester), Cl.CO[C@@H]1CNCCC1 ((S)-3-methoxypiperidine hydrochloride), CC(C)([O-])C.[Na+] (sodium t-butoxide), F[B-](F)(F)F.C(C)(C)(C)[PH+](C(C)(C)C)C(C)(C)C (tri-t-butylphosphonium tetrafluoroborate), C=1(C(=CC=CC1)C)C (xylene), CC(C)([O-])C.[Na+] (sodium t-butoxide), F[B-](F)(F)F.C(C)(C)(C)[PH+](C(C)(C)C)C(C)(C)C (tri-t-butylphosphonium tetrafluoroborate). The reagents and catalysts are C(C)(=O)[O-].[Pd+2].C(C)(=O)[O-] (palladium(II) acetate), C(C)(=O)[O-].[Pd+2].C(C)(=O)[O-] (palladium(II) acetate). Run at temperature 100 celsius, time 10 minute. Yields the product C(C)(C)(C)OC(=O)N1CCN(CC1)C1=C(C=C(C=C1)N1C[C@H](CCC1)OC)C1CCC(CC1)(CC)CC ((S)-4-[2-(4,4-Diethylcyclohexyl)-4-(3-methoxypiperidin-1-yl)phenyl]piperazine-1-carboxylic acid t-butyl ester). RXN SMILES: [C:1]([O:5][C:6]([N:8]1[CH2:13][CH2:12][N:11]([C:14]2C=[CH:18][C:17](Br)=[CH:16][C:15]=2C2CCC(C)(C)CC2)[CH2:10][CH2:9]1)=[O:7])([CH3:4])([CH3:3])[CH3:2].Cl.[CH3:30][O:31][C@H:32]1[CH2:37][CH2:36][CH2:35][NH:34][CH2:33]1.C[C:39]([CH3:42])([O-])C.[Na+].F[B-](F)(F)F.[C:49]([PH+](C(C)(C)C)C(C)(C)C)(C)(C)[CH3:50].[C:62]1([CH3:69])[C:63](C)=[CH:64][CH:65]=[CH:66][CH:67]=1>C([O-])(=O)C.[Pd+2].C([O-])(=O)C>[C:1]([O:5][C:6]([N:8]1[CH2:13][CH2:12][N:11]([C:14]2[CH:15]=[CH:16][C:17]([N:34]3[CH2:35][CH2:36][CH2:37][C@H:32]([O:31][CH3:30])[CH2:33]3)=[CH:18][C:69]=2[CH:62]2[CH2:67][CH2:66][C:65]([CH2:39][CH3:42])([CH2:49][CH3:50])[CH2:64][CH2:63]2)[CH2:10][CH2:9]1)=[O:7])([CH3:4])([CH3:3])[CH3:2] |f:1.2,3.4,5.6,8.9.10|. Reported procedure: A mixture of 4-[4-bromo-2-(4,4-dimethylcyclohexyl)phenyl]piperazine-1-carboxylic acid t-butyl ester (153 mg, 0.32 mmol) produced in Example (38c), (S)-3-methoxypiperidine hydrochloride (72.8 mg, 0.48 mmol) produced in Example (50a), sodium t-butoxide (200 mg, 2.08 mmol), palladium(II) acetate (14.4 mg, 0.064 mmol), tri-t-butylphosphonium tetrafluoroborate (57.7 mg, 0.192 mmol) and xylene (4 mL) was stirred for 6 hours and 10 minutes at an external temperature of 100° C. under a nitrogen atmosphe... Reactants: BrC1=C(N(C2=CC=C(C=C12)C(NCCCN1CCOCC1)=O)C(=O)OC(C)(C)C)C=1C(=NC=CC1)OC (tert-butyl 3-bromo-2-(2-methoxypyridin-3-yl)-5-(3-morpholinopropylcarbamoyl)-1H-indole-1-carboxylate), C1(=CC=CC=C1)B(O)O (phenylboronic acid), C(=O)([O-])[O-].[Cs+].[Cs+] (Cs2CO3). The reagents and catalysts are C=1C=CC(=CC1)[P](C=2C=CC=CC2)(C=3C=CC=CC3)[Pd]([P](C=4C=CC=CC4)(C=5C=CC=CC5)C=6C=CC=CC6)([P](C=7C=CC=CC7)(C=8C=CC=CC8)C=9C=CC=CC9)[P](C=1C=CC=CC1)(C=1C=CC=CC1)C=1C=CC=CC1 (Pd(PPh3)4). Solvent: O1CCOCC1 (dioxane), O (water). Run at temperature 100 celsius. Product: COC1=NC=CC=C1C=1N(C2=CC=C(C=C2C1C1=CC=CC=C1)C(NCCCN1CCOCC1)=O)C(=O)OC(C)(C)C (tert-butyl 2-(2-methoxypyridin-3-yl)-5-(3-morpholinopropylcarbamoyl)-3-phenyl-1H-indole-1-carboxylate), solid. The yield is 47.0%. As a reaction SMILES: Br[C:2]1[C:10]2[C:5](=[CH:6][CH:7]=[C:8]([C:11](=[O:22])[NH:12][CH2:13][CH2:14][CH2:15][N:16]3[CH2:21][CH2:20][O:19][CH2:18][CH2:17]3)[CH:9]=2)[N:4]([C:23]([O:25][C:26]([CH3:29])([CH3:28])[CH3:27])=[O:24])[C:3]=1[C:30]1[C:31]([O:36][CH3:37])=[N:32][CH:33]=[CH:34][CH:35]=1.[C:38]1(B(O)O)[CH:43]=[CH:42][CH:41]=[CH:40][CH:39]=1.C([O-])([O-])=O.[Cs+].[Cs+]>O1CCOCC1.O.C1C=CC([P]([Pd]([P](C2C=CC=CC=2)(C2C=CC=CC=2)C2C=CC=CC=2)([P](C2C=CC=CC=2)(C2C=CC=CC=2)C2C=CC=CC=2)[P](C2C=CC=CC=2)(C2C=CC=CC=2)C2C=CC=CC=2)(C2C=CC=CC=2)C2C=CC=CC=2)=CC=1>[CH3:37][O:36][C:31]1[C:30]([C:3]2[N:4]([C:23]([O:25][C:26]([CH3:28])([CH3:27])[CH3:29])=[O:24])[C:5]3[C:10]([C:2]=2[C:38]2[CH:43]=[CH:42][CH:41]=[CH:40][CH:39]=2)=[CH:9][C:8]([C:11](=[O:22])[NH:12][CH2:13][CH2:14][CH2:15][N:16]2[CH2:17][CH2:18][O:19][CH2:20][CH2:21]2)=[CH:7][CH:6]=3)=[CH:35][CH:34]=[CH:33][N:32]=1 |f:2.3.4,^1:63,65,84,103|. Procedure details: To a solution of tert-butyl 3-bromo-2-(2-methoxypyridin-3-yl)-5-(3-morpholinopropylcarbamoyl)-1H-indole-1-carboxylate (0.38 mmol), phenylboronic acid (69 mg, 0.57 mmol), Cs2CO3 (0.18 g, 0.57 mmol) in dioxane (3 ml) and water (1 ml) was added Pd(PPh3)4 (43 mg, 0.038 mmol). The reaction mixture was heated at 100° C. for up to 3 h. The reaction mixture was quenched by adding ethyl acetate (15 ml) and saturated NaHCO3 (10 ml). The ethyl acetate layer was separated and washed with brine (10 ml), drie... Reactants: C(C)(C)(C)OC(=O)N1CCC(CC1)N(CCOC)CC1=CC=CC=C1 (4-[Benzyl-(2-methoxy-ethyl)-amino]-piperidine-1-carboxylic acid tert-butyl ester), ClC=1N=C(C2=C(N1)C=C(S2)C=O)N2CCOCC2 (2-chloro-4-morpholin-4-yl-thieno[3,2-d]pyrimidine-6-carbaldehyde). The product is C(C1=CC=CC=C1)N(CCOC)C1CCN(CC1)CC1=CC=2N=C(N=C(C2S1)N1CCOCC1)Cl (benzyl-[1-(2-chloro-4-morpholin-4-yl-thieno[3,2-d]pyrimidine-6-ylmethyl)-piperidin-4-yl]-(2-methoxy-ethyl)-amine). Yield: 69.5%. Reaction SMILES: C(O[C:6]([N:8]1[CH2:13][CH2:12][CH:11]([N:14]([CH2:19][C:20]2[CH:25]=[CH:24][CH:23]=[CH:22][CH:21]=2)[CH2:15][CH2:16][O:17][CH3:18])[CH2:10][CH2:9]1)=O)(C)(C)C.[Cl:26][C:27]1[N:28]=[C:29]([N:38]2[CH2:43][CH2:42][O:41][CH2:40][CH2:39]2)[C:30]2[S:35][C:34](C=O)=[CH:33][C:31]=2[N:32]=1>>[CH2:19]([N:14]([CH:11]1[CH2:10][CH2:9][N:8]([CH2:6][C:34]2[S:35][C:30]3[C:29]([N:38]4[CH2:43][CH2:42][O:41][CH2:40][CH2:39]4)=[N:28][C:27]([Cl:26])=[N:32][C:31]=3[CH:33]=2)[CH2:13][CH2:12]1)[CH2:15][CH2:16][O:17][CH3:18])[C:20]1[CH:21]=[CH:22][CH:23]=[CH:24][CH:25]=1. Procedure details: The reaction mixture was cooled and diluted with dichloromethane (30 ml), washed with water, brine and dried (MgSO4). The solvents were removed in vacuo to give a residue which was purified by silica flash chromatography to give 4-[benzyl-(2-methoxy-ethyl)-amino]-piperidine-1-carboxylic acid tert-butyl ester as a white solid (484 mg). 4-[Benzyl-(2-methoxy-ethyl)-amino]-piperidine-1-carboxylic acid tert-butyl ester (442 mg), and 2-chloro-4-morpholin-4-yl-thieno[3,2-d]pyrimidine-6-carbaldehyde (30... Starting materials: ClCc1ccc(OCc2ccccc2)nc1, CN(C)C=O, [H-], [Na+], Nc1ccc(-c2cn[nH]c2)c(N)n1. Product: Nc1ccc(-c2cnn(Cc3ccc(OCc4ccccc4)nc3)c2)c(N)n1. Reaction SMILES: [CH2:16]([c:17]1[cH:18][cH:19][cH:20][cH:21][cH:22]1)[O:23][c:24]1[n:25][cH:26][c:27]([CH2:30][Cl:31])[cH:28][cH:29]1.[CH3:32][N:33]([CH3:34])[CH:35]=[O:36].[H-:14].[Na+:15].[nH:1]1[n:2][cH:3][c:4](-[c:6]2[c:7]([NH2:13])[n:8][c:9]([NH2:12])[cH:10][cH:11]2)[cH:5]1>>[n:1]1([CH2:30][c:27]2[cH:26][n:25][c:24]([O:23][CH2:16][c:17]3[cH:18][cH:19][cH:20][cH:21][cH:22]3)[cH:29][cH:28]2)[n:2][cH:3][c:4](-[c:6]2[c:7]([NH2:13])[n:8][c:9]([NH2:12])[cH:10][cH:11]2)[cH:5]1. Reported procedure: To a suspension of 6-chloro-2,4,8,18,22-pentaazatetracyclo[14.3.1.1(3,7).1(9,13)]docosa-1(20),3(22),4,6,9(21),10,12,16,18-nonaen-12-amine trihydrochloride (30.0 mg, 0.067 mmol) (prepared in Example B19, step F) in 2.0 M of sulfuric acid in water (0.502 mL) was added a solution of sodium nitrite (6.93 mg, 0.10 mmol) in water dropwise at 0° C. After addition, the resultant cloudy solution was stirred at same temperature for 1 h. Then this cold solution was added dropwise to a solution of potassium... Run in O (water), S(O)(O)(=O)=O (sulfuric acid), O (water), O (water). Run at time 1 hour. Product: ClC=1C=NC=2NC=3C=NC=C(CCC4=C(C=CC(NC1N2)=C4)I)C3 (6-Chloro-12-iodo-2,4,8,18,22-pentaazatetracyclo[14.3.1.1(3,7).1(9,13)]docosa-1(20),3(22),4,6,9(21),10,12,16,18-nonaene). Reactants: [I-].[K+] (potassium iodide), [Cu](C#N)C#N (copper cyanide), resultant mixture, Cl.Cl.Cl.ClC=1C=NC=2NC=3C=NC=C(CCC4=C(C=CC(NC1N2)=C4)N)C3 (6-chloro-2,4,8,18,22-pentaazatetracyclo[14.3.1.1(3,7).1(9,13)]docosa-1(20),3(22),4,6,9(21),10,12,16,18-nonaen-12-amine trihydrochloride), N(=O)[O-].[Na+] (sodium nitrite). Isolated yield 92.9%. As a reaction SMILES: Cl.Cl.Cl.[Cl:4][C:5]1[CH:6]=[N:7][C:8]2[NH:9][C:10]3[CH:11]=[N:12][CH:13]=[C:14]([CH:27]=3)[CH2:15][CH2:16][C:17]3[CH:25]=[C:21]([NH:22][C:23]=1[N:24]=2)[CH:20]=[CH:19][C:18]=3N.N([O-])=O.[Na+].[I-:32].[K+].[Cu](C#N)C#N>S(=O)(=O)(O)O.O>[Cl:4][C:5]1[CH:6]=[N:7][C:8]2[NH:9][C:10]3[CH:11]=[N:12][CH:13]=[C:14]([CH:27]=3)[CH2:15][CH2:16][C:17]3[CH:25]=[C:21]([NH:22][C:23]=1[N:24]=2)[CH:20]=[CH:19][C:18]=3[I:32] |f:0.1.2.3,4.5,6.7|.